From a dataset of the Open Reaction Database (ORD), a public repository of structured organic reaction records. describe an organic reaction: reactants, conditions, products, and yield Reactants: CC1=NOC(=C1CN1N=CC(=C1)N1C(N(C(C1=O)(C)C)CC1=CC(=CC=C1)CO)=O)C (3-(1-((3,5-dimethylisoxazol-4-yl)methyl)-1H-pyrazol-4-yl)-1-(3-(hydroxymethyl)benzyl)-5,5-dimethylimidazolidine-2,4-dione), [H-].[Na+] (sodium hydride), IC (iodomethane). Solvent: C(C)(=O)OCC (ethyl acetate), ice water, CN(C=O)C (dimethylformamide). Run at time 4 hour. Yields the product CC1=NOC(=C1CN1N=CC(=C1)N1C(N(C(C1=O)(C)C)CC1=CC(=CC=C1)COC)=O)C (3-(1-((3,5-dimethylisoxazol-4-yl)methyl)-1H-pyrazol-4-yl)-1-(3-(methoxymethyl)benzyl)-5,5-dimethylimidazolidine-2,4-dione). Yield: 36.0%. Reaction SMILES: [CH3:1][C:2]1[C:6]([CH2:7][N:8]2[CH:12]=[C:11]([N:13]3[C:17](=[O:18])[C:16]([CH3:20])([CH3:19])[N:15]([CH2:21][C:22]4[CH:27]=[CH:26][CH:25]=[C:24]([CH2:28][OH:29])[CH:23]=4)[C:14]3=[O:30])[CH:10]=[N:9]2)=[C:5]([CH3:31])[O:4][N:3]=1.[H-].[Na+].I[CH3:35]>CN(C)C=O.C(OCC)(=O)C>[CH3:1][C:2]1[C:6]([CH2:7][N:8]2[CH:12]=[C:11]([N:13]3[C:17](=[O:18])[C:16]([CH3:20])([CH3:19])[N:15]([CH2:21][C:22]4[CH:27]=[CH:26][CH:25]=[C:24]([CH2:28][O:29][CH3:35])[CH:23]=4)[C:14]3=[O:30])[CH:10]=[N:9]2)=[C:5]([CH3:31])[O:4][N:3]=1 |f:1.2|. Reported procedure: To a solution of 3-(1-((3,5-dimethylisoxazol-4-yl)methyl)-1H-pyrazol-4-yl)-1-(3-(hydroxymethyl)benzyl)-5,5-dimethylimidazolidine-2,4-dione (Example 12-34) (559 mg, 1.32 mmol) in anhydrous dimethylformamide (10 mL) at 0° C., was added sodium hydride (53 mg, 1.32 mmol), followed by iodomethane (99 ul, 1.58 mmol). The reaction was allowed to warm to room temperature and stirred for about 4 hours. The resulting mixture was diluted with ethyl acetate (40 mL) and ice water (10 mL), The organic phase w... The reactants are OC(=O)C(F)(F)F.N1CC(C1)NC(CNC1=NN(C2=CC=C(C=C12)C(F)(F)F)S(=O)(=O)C)=O (N-azetidin-3-yl-2-(1-methanesulfonyl-5-trifluoromethyl-1H-indazol-3-ylamino)-acetamide TFA salt), C(C)OC(=O)C1CCC(CC1)=O (4-oxo-cyclohexanecarboxylic acid ethyl ester). Product: C(C)OC(=O)C1CCC(CC1)N1CC(C1)NC(CNC1=NN(C2=CC=C(C=C12)C(F)(F)F)S(=O)(=O)C)=O (4-{3-[2-(1-Methanesulfonyl-5-trifluoromethyl-1H-indazol-3-ylamino)-acetylamino]-azetidin-1-yl}-cyclohexane carboxylic acid ethyl ester). RXN SMILES: OC(C(F)(F)F)=O.[NH:8]1[CH2:11][CH:10]([NH:12][C:13](=[O:33])[CH2:14][NH:15][C:16]2[C:24]3[C:19](=[CH:20][CH:21]=[C:22]([C:25]([F:28])([F:27])[F:26])[CH:23]=3)[N:18]([S:29]([CH3:32])(=[O:31])=[O:30])[N:17]=2)[CH2:9]1.[CH2:34]([O:36][C:37]([CH:39]1[CH2:44][CH2:43][C:42](=O)[CH2:41][CH2:40]1)=[O:38])[CH3:35]>>[CH2:34]([O:36][C:37]([CH:39]1[CH2:44][CH2:43][CH:42]([N:8]2[CH2:11][CH:10]([NH:12][C:13](=[O:33])[CH2:14][NH:15][C:16]3[C:24]4[C:19](=[CH:20][CH:21]=[C:22]([C:25]([F:27])([F:28])[F:26])[CH:23]=4)[N:18]([S:29]([CH3:32])(=[O:31])=[O:30])[N:17]=3)[CH2:9]2)[CH2:41][CH2:40]1)=[O:38])[CH3:35] |f:0.1|. Procedure: The title compound was prepared as a white solid from reaction of N-azetidin-3-yl-2-(1-methanesulfonyl-5-trifluoromethyl-1H-indazol-3-ylamino)-acetamide TFA salt and 4-oxo-cyclohexanecarboxylic acid ethyl ester using the procedure described in Step E of Example 1. Starting materials: CCOC(=O)C(C)(Cc1ccc(OCCC2CN(Cc3ccc(C(F)(F)F)cc3)C(=O)N2Cc2ccc(OC)cc2)cc1)Oc1ccccc1, CC[SiH](CC)CC, O=C(O)C(F)(F)F. The product is CCOC(=O)C(C)(Cc1ccc(OCCC2CN(Cc3ccc(C(F)(F)F)cc3)C(=O)N2)cc1)Oc1ccccc1. RXN SMILES: [CH2:1]([CH3:2])[O:3][C:4]([C:5]([CH2:6][c:7]1[cH:8][cH:9][c:10]([O:13][CH2:14][CH2:15][CH:16]2[N:17]([CH2:33][c:34]3[cH:35][cH:36][c:37]([O:38][CH3:39])[cH:40][cH:41]3)[C:18](=[O:32])[N:19]([CH2:21][c:22]3[cH:23][cH:24][c:25]([C:28]([F:29])([F:30])[F:31])[cH:26][cH:27]3)[CH2:20]2)[cH:11][cH:12]1)([O:42][c:43]1[cH:44][cH:45][cH:46][cH:47][cH:48]1)[CH3:49])=[O:50].[CH2:51]([SiH:52]([CH2:53][CH3:54])[CH2:55][CH3:56])[CH3:57].[OH:58][C:59]([C:60]([F:61])([F:62])[F:63])=[O:64]>>[CH2:1]([CH3:2])[O:3][C:4]([C:5]([CH2:6][c:7]1[cH:8][cH:9][c:10]([O:13][CH2:14][CH2:15][CH:16]2[NH:17][C:18](=[O:32])[N:19]([CH2:21][c:22]3[cH:23][cH:24][c:25]([C:28]([F:29])([F:30])[F:31])[cH:26][cH:27]3)[CH2:20]2)[cH:11][cH:12]1)([O:42][c:43]1[cH:44][cH:45][cH:46][cH:47][cH:48]1)[CH3:49])=[O:50]. Starting materials: O=C([O-])[O-], [K+], [K+], CC(C)(C)CC1NC(C(=O)NCCCN)C(c2cccc(Cl)c2F)C1(C#N)c1ccc(Cl)cc1F, NS(N)(=O)=O, CN(C)C=O. Product: CC(C)(C)CC1NC(C(=O)NCCCNS(N)(=O)=O)C(c2cccc(Cl)c2F)C1(C#N)c1ccc(Cl)cc1F. As a reaction SMILES: [C:41](=[O:42])([O-:43])[O-:44].[K+:45].[K+:46].[NH2:1][CH2:2][CH2:3][CH2:4][NH:5][C:6](=[O:7])[CH:8]1[NH:9][CH:10]([CH2:31][C:32]([CH3:33])([CH3:34])[CH3:35])[C:11]([C:21]#[N:22])([c:23]2[c:24]([F:30])[cH:25][c:26]([Cl:29])[cH:27][cH:28]2)[CH:12]1[c:13]1[c:14]([F:20])[c:15]([Cl:19])[cH:16][cH:17][cH:18]1.[NH2:36][S:37]([NH2:38])(=[O:39])=[O:40].[O:47]=[CH:48][N:49]([CH3:50])[CH3:51]>>[NH:1]([CH2:2][CH2:3][CH2:4][NH:5][C:6](=[O:7])[CH:8]1[NH:9][CH:10]([CH2:31][C:32]([CH3:33])([CH3:34])[CH3:35])[C:11]([C:21]#[N:22])([c:23]2[c:24]([F:30])[cH:25][c:26]([Cl:29])[cH:27][cH:28]2)[CH:12]1[c:13]1[c:14]([F:20])[c:15]([Cl:19])[cH:16][cH:17][cH:18]1)[S:37]([NH2:36])(=[O:39])=[O:40]. Yields the product O=Cc1ccc2[nH]ccc2c1. Reaction SMILES: [Al+3:14].[CH3:19][CH2:20][O:21][C:22](=[O:23])[CH3:24].[H-:13].[H-:16].[H-:17].[H-:18].[Li+:15].[Na+:26].[O:27]1[CH2:28][CH2:29][CH2:30][CH2:31]1.[OH-:25].[nH:1]1[cH:2][cH:3][c:4]2[cH:5][c:6]([C:10](=[O:11])[OH:12])[cH:7][cH:8][c:9]12>>[nH:1]1[cH:2][cH:3][c:4]2[cH:5][c:6]([CH:10]=[O:11])[cH:7][cH:8][c:9]12. The reactants are [Al+3], CCOC(C)=O, [H-], [H-], [H-], [H-], [Li+], [Na+], C1CCOC1, [OH-], O=C(O)c1ccc2[nH]ccc2c1. Starting materials: CC(C)(C)OC(=O)N1CCC(CNc2nc3c([N+](=O)[O-])cccc3[nH]2)CC1, CO, Cl, C1COCCO1. Product: O=[N+]([O-])c1cccc2[nH]c(NCC3CCNCC3)nc12. Reaction SMILES: [C:1]([O:2][C:3](=[O:4])[N:8]1[CH2:9][CH2:10][CH:11]([CH2:14][NH:15][c:16]2[n:17][c:18]3[c:19]([nH:20]2)[cH:21][cH:22][cH:23][c:24]3[N+:25](=[O:26])[O-:27])[CH2:12][CH2:13]1)([CH3:5])([CH3:6])[CH3:7].[CH3:35][OH:36].[ClH:34].[O:28]1[CH2:29][CH2:30][O:31][CH2:32][CH2:33]1>>[NH:8]1[CH2:9][CH2:10][CH:11]([CH2:14][NH:15][c:16]2[n:17][c:18]3[c:19]([nH:20]2)[cH:21][cH:22][cH:23][c:24]3[N+:25](=[O:26])[O-:27])[CH2:12][CH2:13]1.